From a dataset of the Open Reaction Database (ORD), a public repository of structured organic reaction records. describe an organic reaction: reactants, conditions, products, and yield The reactants are FC1=C(C=CC(=C1)F)C=1N=NN(N1)C1CC(NC1)C(=O)N1CCN(CC1)C1=C(C#N)C=CC=C1 (2-(4-{4-[5-(2,4-difluoro-phenyl)-tetrazol-2-yl]-pyrrolidine-2-carbonyl}-piperazin-1-yl)-benzonitrile), FC=1C=C(C=O)C=CC1F (3,4-difluoro-benzaldehyde). Yields the product FC=1C=C(CN2[C@@H](C[C@@H](C2)N2N=C(N=N2)C2=C(C=C(C=C2)F)F)C(=O)N2CCN(CC2)C2=C(C#N)C=CC=C2)C=CC1F (2-(4-{(2S,4S)-1-(3,4-Difluoro-benzyl)-4-[5-(2,4-difluoro-phenyl)-tetrazol-2-yl]-pyrrolidine-2-carbonyl}-piperazin-1-yl)-benzonitrile). The yield is 13.5%. Reaction SMILES: [F:1][C:2]1[CH:7]=[C:6]([F:8])[CH:5]=[CH:4][C:3]=1[C:9]1[N:10]=[N:11][N:12]([CH:14]2[CH2:18][NH:17][CH:16]([C:19]([N:21]3[CH2:26][CH2:25][N:24]([C:27]4[CH:34]=[CH:33][CH:32]=[CH:31][C:28]=4[C:29]#[N:30])[CH2:23][CH2:22]3)=[O:20])[CH2:15]2)[N:13]=1.[F:35][C:36]1[CH:37]=[C:38]([CH:41]=[CH:42][C:43]=1[F:44])[CH:39]=O>>[F:35][C:36]1[CH:37]=[C:38]([CH:41]=[CH:42][C:43]=1[F:44])[CH2:39][N:17]1[CH2:18][C@@H:14]([N:12]2[N:11]=[N:10][C:9]([C:3]3[CH:4]=[CH:5][C:6]([F:8])=[CH:7][C:2]=3[F:1])=[N:13]2)[CH2:15][C@H:16]1[C:19]([N:21]1[CH2:22][CH2:23][N:24]([C:27]2[CH:34]=[CH:33][CH:32]=[CH:31][C:28]=2[C:29]#[N:30])[CH2:25][CH2:26]1)=[O:20]. Procedure details: As described for Example 1e, 2-(4-{4-[5-(2,4-difluoro-phenyl)-tetrazol-2-yl]-pyrrolidine-2-carbonyl}-piperazin-1-yl)-benzonitrile (60 mg, 0.13 mmol) was converted, using 3,4-difluoro-benzaldehyde (20 mg, 0.14 mmol) instead of benzaldehyde, to the title compound (10.4 mg, 13.5%) as light yellow oil. MS m/e=591.2 [M+H]+. Starting materials: CCO, Cl, NO, [Na+], [OH-], O, O=Cc1cccnc1. Product: ON=Cc1cccnc1. Reaction SMILES: [CH3:14][CH2:15][OH:16].[ClH:9].[NH2:10][OH:11].[Na+:13].[OH-:12].[OH2:17].[n:1]1[cH:2][c:3]([CH:7]=[O:8])[cH:4][cH:5][cH:6]1>>[n:1]1[cH:2][c:3]([CH:7]=[N:10][OH:11])[cH:4][cH:5][cH:6]1. The reactants are O (water), C1COC2(CCC(CC2)=O)O1 (1,4-cyclohexanedione monoethylene ketal), C1(=CC=CC=C1)NN (phenylhydrazine), S(=O)(=O)([O-])[O-].[Mg+2] (magnesium sulphate). Reagents/catalysts: [Cl-].[Zn+2].[Cl-] (zinc chloride). Run in C(Cl)Cl (methylene chloride). Conditions: time 30 minute. Yields the product C1OC2(CCC=3NC4=CC=CC=C4C3C2)OC1 (3,3-Ethylenedioxy-1,2,3,4-tetrahydrocarbazole). RXN SMILES: [CH2:1]1[O:11][C:4]2([CH2:9][CH2:8][C:7](=O)[CH2:6][CH2:5]2)[O:3][CH2:2]1.[C:12]1([NH:18]N)[CH:17]=[CH:16][CH:15]=[CH:14][CH:13]=1.S([O-])([O-])(=O)=O.[Mg+2].O>C(Cl)Cl.[Cl-].[Zn+2].[Cl-]>[CH2:2]1[CH2:1][O:11][C:4]2([CH2:9][C:8]3[C:17]4[C:12](=[CH:13][CH:14]=[CH:15][CH:16]=4)[NH:18][C:7]=3[CH2:6][CH2:5]2)[O:3]1 |f:2.3,6.7.8|. Procedure: 77.2 g (0.5 mol) of 1,4-cyclohexanedione monoethylene ketal are dissolved together with 48.4 ml (0.5 mol) of phenylhydrazine in 2 l of methylene chloride, and 300 g of magnesium sulphate are added, and the mixture is stirred for 30 min. The magnesium sulphate is then filtered off with suction, washed with methylene chloride, and the filtrate is evaporated. The residue is taken up in 1.5 l of benzene, and 62.1 g (0.46 mol) of anhydrous zinc chloride are added and the mixture is heated under reflu... Starting materials: C(C)OC(=O)C1(CC1)C1=CC=C(C=C1)C1=CC=C(C=C1)C1=C(C(=NO1)C)CCO (1-{4′-[4-(2-hydroxy-ethyl)-3-methyl-isoxazol-5-yl]-biphenyl-4-yl}-cyclopropanecarboxylic acid ethyl ester), BrCC1CC1 ((bromomethyl)cyclopropane), [H-].[Na+] (sodium hydride). Solvent: CN(C)C=O (DMF). Yields the product C1(CC1)COCCC=1C(=NOC1C1=CC=C(C=C1)C1=CC=C(C=C1)C1(CC1)C(=O)O)C (1-{4′-[4-(2-Cyclopropylmethoxy-ethyl)-3-methyl-isoxazol-5-yl]-biphenyl-4-yl}-cyclopropanecarboxylic acid). Reaction SMILES: C([O:3][C:4]([C:6]1([C:9]2[CH:14]=[CH:13][C:12]([C:15]3[CH:20]=[CH:19][C:18]([C:21]4[O:25][N:24]=[C:23]([CH3:26])[C:22]=4[CH2:27][CH2:28][OH:29])=[CH:17][CH:16]=3)=[CH:11][CH:10]=2)[CH2:8][CH2:7]1)=[O:5])C.Br[CH2:31][CH:32]1[CH2:34][CH2:33]1.[H-].[Na+]>CN(C=O)C>[CH:32]1([CH2:31][O:29][CH2:28][CH2:27][C:22]2[C:23]([CH3:26])=[N:24][O:25][C:21]=2[C:18]2[CH:19]=[CH:20][C:15]([C:12]3[CH:13]=[CH:14][C:9]([C:6]4([C:4]([OH:3])=[O:5])[CH2:7][CH2:8]4)=[CH:10][CH:11]=3)=[CH:16][CH:17]=2)[CH2:34][CH2:33]1 |f:2.3|. Reported procedure: To a solution of 1-{4′-[4-(2-hydroxy-ethyl)-3-methyl-isoxazol-5-yl]-biphenyl-4-yl}-cyclopropanecarboxylic acid ethyl ester (0.144 g, 0.37 mmol) and (bromomethyl)cyclopropane (0.04 mL, 0.44 mmol) in DMF (1.4 mL) as added sodium hydride (60% in mineral oil, 0.022 g, 0.55 mmol) and the reaction was stirred at room temperature. Analytical LCMS indicated that there was a mixture of products, including the hydrolyzed acid, so the mixture was submitted to aqueous workup procedure and purified by silica... Reactants: O=C([O-])[O-], CCS, CN(C)C=O, CCOC(=O)c1cc(Cl)c2c(c1C)C(Cl)CCS2, [K+], [K+], O. The product is CCOC(=O)c1cc(Cl)c2c(c1C)C(SCC)CCS2. Reaction SMILES: [C:22](=[O:23])([O-:24])[O-:25].[CH2:19]([CH3:20])[SH:21].[CH3:29][N:30]([CH3:31])[CH:32]=[O:33].[Cl:1][CH:2]1[CH2:3][CH2:4][S:5][c:6]2[c:7]([Cl:18])[cH:8][c:9]([C:13](=[O:14])[O:15][CH2:16][CH3:17])[c:10]([CH3:12])[c:11]21.[K+:26].[K+:27].[OH2:28]>>[CH:2]1([S:21][CH2:19][CH3:20])[CH2:3][CH2:4][S:5][c:6]2[c:7]([Cl:18])[cH:8][c:9]([C:13](=[O:14])[O:15][CH2:16][CH3:17])[c:10]([CH3:12])[c:11]21. Reactants: [Br-], C=C(Br)CBr, CCOCC, [Mg+]c1ccc(Cl)cc1, Cl. Yields the product C=C(Br)Cc1ccc(Cl)cc1. Reaction SMILES: [Br-:6].[Br:1][C:2](=[CH2:3])[CH2:4][Br:5].[CH3:16][CH2:17][O:18][CH2:19][CH3:20].[Cl:7][c:8]1[cH:9][cH:10][c:11]([Mg+:14])[cH:12][cH:13]1.[ClH:15]>>[Br:1][C:2](=[CH2:3])[CH2:4][c:11]1[cH:10][cH:9][c:8]([Cl:7])[cH:13][cH:12]1. The reactants are Cl.ClC=1C(=NC=C(C1)C(F)(F)F)CN ((3-chloro-5-trifluoromethyl-2-pyridyl)methylamine hydrochloride), ClC1=C(C=CC=C1)N=C=S (2-chlorophenylisothiocyanate). Reagents/catalysts: C(C)N(CC)CC (triethylamine). Run in O1CCCC1 (tetrahydrofuran). Conditions: time 8 hour. Product: ClC1=C(C=CC=C1)NC(=S)NCC1=NC=C(C=C1Cl)C(F)(F)F (N-(2-Chlorophenyl)-N′-[(3-chloro-5-trifluoromethyl-2-pyridyl)methyl]thiourea). RXN SMILES: Cl.[Cl:2][C:3]1[C:4]([CH2:13][NH2:14])=[N:5][CH:6]=[C:7]([C:9]([F:12])([F:11])[F:10])[CH:8]=1.[Cl:15][C:16]1[CH:21]=[CH:20][CH:19]=[CH:18][C:17]=1[N:22]=[C:23]=[S:24]>O1CCCC1.C(N(CC)CC)C>[Cl:15][C:16]1[CH:21]=[CH:20][CH:19]=[CH:18][C:17]=1[NH:22][C:23]([NH:14][CH2:13][C:4]1[C:3]([Cl:2])=[CH:8][C:7]([C:9]([F:12])([F:10])[F:11])=[CH:6][N:5]=1)=[S:24] |f:0.1|. Procedure details: To a suspension of (3-chloro-5-trifluoromethyl-2-pyridyl)methylamine hydrochloride (0.12 g) and 2-chlorophenylisothiocyanate (0.09 g) in dry tetrahydrofuran (10 ml) was added 10 drops of triethylamine. The mixture was stirred at room temperature overnight. The solvent was removed by evaporation in vacuo and the residue extracted with ethyl acetate and washed with 2M hydrochloric acid. The layers were separated and the organic phase was evaporated to dryness to give the title product, m.p. 126° C... The reactants are C(#N)CC=1C=C(C=CC1)NC(C)=O (N-(3-cyanomethyl-phenyl)-acetamide), FC(S(=O)(=O)OS(=O)(=O)C(F)(F)F)(F)F (trifluoromethanesulfonic anhydride), [Cl-].N (ammonia chloride), C[Si](C)(C)N=[N+]=[N-] (trimethylsilylazide). Run in C(C)#N (acetonitrile). Run at time 5 minute. The product is CC1=NN=NN1C=1C=C(C=CC1)CC#N (3-(5-Methyl-tetrazol-1-yl)-phenylacetonitrile). The yield is 45.6%. Reaction SMILES: [C:1]([CH2:3][C:4]1[CH:5]=[C:6]([NH:10][C:11](=O)[CH3:12])[CH:7]=[CH:8][CH:9]=1)#[N:2].FC(F)(F)S(OS(C(F)(F)F)(=O)=O)(=O)=O.C[Si]([N:33]=[N+:34]=[N-:35])(C)C.[Cl-].N>C(#N)C>[CH3:12][C:11]1[N:10]([C:6]2[CH:5]=[C:4]([CH2:3][C:1]#[N:2])[CH:9]=[CH:8][CH:7]=2)[N:35]=[N:34][N:33]=1 |f:3.4|. Reported procedure: To a solution of N-(3-cyanomethyl-phenyl)-acetamide (500 mg, 2.87 mmol) in anhydrous acetonitrile (5 mL) was added trifluoromethanesulfonic anhydride (1.62 g, 5.74 mmol) slowly at −5° C. The resulting mixture was stirred for 5 min, trimethylsilylazide (1.32 g, 11.48 mmol) was added slowly keeping the temperature below −5° C. The resulting mixture was stirred at −5° C. for 1 h. The reaction was poured into cooled aqueous ammonia chloride and extracted with ethyl acetate three times. The combined ... The reactants are COC1CCC23CCN(C2C1)CC4=CC(=C(C(=C34)O)OC)OC.N[C@@H](CC(O)=O)C(=O)O (Hipp Asp), COC1CCC23CCN(C2C1)CC4=CC(=C(C(=C34)O)OC)OC.N[C@@H](CCC(O)=O)C(=O)O (Hipp Glu). Reaction conditions: time 5 hour. The product is C(CNC(=O)C1=CC=CC=C1)(=O)O (hippuric acid). Reaction SMILES: COC1CC2[C:6]3([C:18]4[C:13](=CC(OC)=C(OC)C=4O)CN2CC3)CC1.N[C@H:25]([C:30]([OH:32])=O)[CH2:26][C:27](=O)O.COC1CC2C3(C4C(=CC(OC)=C(OC)C=4O)CN2CC3)CC1.[NH2:56][C@H:57]([C:63]([OH:65])=[O:64])CCC(=O)O>>[C:63]([OH:65])(=[O:64])[CH2:57][NH:56][C:30]([C:25]1[CH:26]=[CH:27][CH:6]=[CH:18][CH:13]=1)=[O:32] |f:0.1,2.3|. Procedure details: D253K HCPB (4 μg/ml for Hipp-Asp and 0.5 μg/ml for Hipp-Glu) was added to these substrates (500 μl reaction volume) to start the reaction. Samples were incubated for 5 h at 37° C. Reactions were terminated by the addition of 500 μl methanol/distilled water (80/20) containing 0.2% TFA. The amount of hippuric acid produced was quantified by HPLC as described in Example 20.